This data is from the Open Reaction Database (ORD), a public repository of structured organic reaction records. The task is: describe an organic reaction: reactants, conditions, products, and yield Starting materials: [H-].[Na+] (sodium hydride), C1(=CC=C(C=C1)C[C@@H]1CCC(N1CC1=CC=C(C=C1)OC)=O)C1=CC=CC=C1 ((S)-5-biphenyl-4-ylmethyl-1-(4-methoxy-benzyl)-pyrrolidin-2-one), C1(=CC=CC=C1)C (toluene), C(C1=CC=CC=C1)(=O)Cl (benzoyl chloride). Solvent: [Cl-].[NH4+] (ammonium chloride). Reaction conditions: time 2 hour. The product is C(C1=CC=CC=C1)(=O)[C@H]1C(N(C(C1)CC1=CC=C(C=C1)C1=CC=CC=C1)\C=C\C1=CC=CC=C1)=O ((S)-3-Benzoyl-5-biphenyl-4-ylmethyl-1-((E)-styryl)-pyrrolidin-2-one). Reaction SMILES: [C:1]1([C:23]2[CH:28]=[CH:27][CH:26]=[CH:25][CH:24]=2)[CH:6]=[CH:5][C:4]([CH2:7][C@H:8]2[N:12]([CH2:13][C:14]3[CH:19]=[CH:18][C:17](OC)=[CH:16][CH:15]=3)[C:11](=[O:22])[CH2:10][CH2:9]2)=[CH:3][CH:2]=1.[H-].[Na+].[C:31](Cl)(=[O:38])[C:32]1[CH:37]=[CH:36][CH:35]=[CH:34][CH:33]=1.[C:40]1(C)C=CC=CC=1>[Cl-].[NH4+]>[C:31]([C@@H:10]1[CH2:9][CH:8]([CH2:7][C:4]2[CH:5]=[CH:6][C:1]([C:23]3[CH:24]=[CH:25][CH:26]=[CH:27][CH:28]=3)=[CH:2][CH:3]=2)[N:12](/[CH:13]=[CH:14]/[C:15]2[CH:16]=[CH:17][CH:18]=[CH:19][CH:40]=2)[C:11]1=[O:22])(=[O:38])[C:32]1[CH:37]=[CH:36][CH:35]=[CH:34][CH:33]=1 |f:1.2,5.6|. Procedure details: Under N2, 1-benzoyl-(S)-5-biphenyl-4-ylmethyl-pyrrolidin-2-one (3a, R1=benzoyl) (1.34 g, 4 mmol) is dissolved in 4 mL toluene, and heated to reflux, sodium hydride (55% in mineral oil, 0.23 g, 5.2 mmol) is added, and stirred for 2 hours at reflux, then benzoyl chloride (0.62 g, 4.4 mmol) is added to the reaction mixture, the resulting mixture is then stirred for 2 hours at reflux. the reaction mixture is diluted with 5 mL saturated aqueous ammonium chloride solution and stirred for 15 min, stop ... The reactants are Cl (Hydrochloric acid), C(C)OC(=O)C=1C(=NOC1C)C1=CC=C(C=C1)Cl (3-(4-chloro-phenyl)-5-methyl-isoxazole-4-carboxylic acid ethyl ester), C(C1=CC=CC=C1)=O (benzaldehyde), [O-]CC.[Na+] (sodium ethoxide). Solvent: C(C)O (ethanol). Yields the product ClC1=CC=C(C=C1)C1=NOC(=C1C(=O)O)\C=C\C1=CC=CC=C1 (3-(4-Chloro-phenyl)-5-([E]-styryl)-isoxazole-4-carboxylic acid). Isolated yield 52.8%. As a reaction SMILES: C([O:3][C:4]([C:6]1[C:7]([C:12]2[CH:17]=[CH:16][C:15]([Cl:18])=[CH:14][CH:13]=2)=[N:8][O:9][C:10]=1[CH3:11])=[O:5])C.[CH:19](=O)[C:20]1[CH:25]=[CH:24][CH:23]=[CH:22][CH:21]=1.[O-]CC.[Na+].Cl>C(O)C>[Cl:18][C:15]1[CH:14]=[CH:13][C:12]([C:7]2[C:6]([C:4]([OH:3])=[O:5])=[C:10](/[CH:11]=[CH:19]/[C:20]3[CH:25]=[CH:24][CH:23]=[CH:22][CH:21]=3)[O:9][N:8]=2)=[CH:17][CH:16]=1 |f:2.3|. Procedure details: To a stirred solution of 3-(4-chloro-phenyl)-5-methyl-isoxazole-4-carboxylic acid ethyl ester (9.6 g, 36.1 mmol) and benzaldehyde (3.69 mL, 36.1 mmol) in ethanol (54 mL) was added sodium ethoxide (2.71 M, 14.6 mL, 39.7 mmol) and the reaction was heated unded reflux for 10 min. Hydrochloric acid (1 N, 43.4 mL) was added and the resulting mixture was then triturated with dichloromethane and filtered to afford the title compound (6.21 g, 53%) as a light yellow solid. MS: m/e=324.1 [M−H]−.